This data is from the Open Reaction Database (ORD), a public repository of structured organic reaction records. The task is: describe an organic reaction: reactants, conditions, products, and yield The reactants are CCOC(=O)c1ccc(-c2cc(C(F)(F)F)on2)cc1, C1CCOC1, [Li+], [OH-], O. Yields the product O=C(O)c1ccc(-c2cc(C(F)(F)F)on2)cc1. Reaction SMILES: [CH2:1]([CH3:2])[O:3][C:4]([c:5]1[cH:6][cH:7][c:8](-[c:11]2[n:12][o:13][c:14]([C:16]([F:17])([F:18])[F:19])[cH:15]2)[cH:9][cH:10]1)=[O:20].[CH2:24]1[O:25][CH2:26][CH2:27][CH2:28]1.[Li+:23].[OH-:22].[OH2:21]>>[O:3]=[C:4]([c:5]1[cH:6][cH:7][c:8](-[c:11]2[n:12][o:13][c:14]([C:16]([F:17])([F:18])[F:19])[cH:15]2)[cH:9][cH:10]1)[OH:20]. Reactants: BrC=1C=CC=C2C=CC=NC12 (8-bromoquinoline), C1(CCC2=CC=CC=C12)=O (1-indanone), Cl (hydrochloric acid), [Li]CCCC (n-BuLi). Solvent: C1CCOC1 (THF), C1CCOC1 (THF). Run at temperature -100 celsius, time 15 minute. The product is N1=CC=CC2=CC=CC(=C12)C1C=CC2=CC=CC=C12 (1-(8-quinolyl)indene). The yield is 54.3%. As a reaction SMILES: Br[C:2]1[CH:3]=[CH:4][CH:5]=[C:6]2[C:11]=1[N:10]=[CH:9][CH:8]=[CH:7]2.[Li]CCCC.[C:17]1(=O)[C:25]2[C:20](=[CH:21][CH:22]=[CH:23][CH:24]=2)[CH2:19][CH2:18]1.Cl>C1COCC1>[N:10]1[C:11]2[C:6](=[CH:5][CH:4]=[CH:3][C:2]=2[CH:17]2[C:25]3[C:20](=[CH:21][CH:22]=[CH:23][CH:24]=3)[CH:19]=[CH:18]2)[CH:7]=[CH:8][CH:9]=1. Reported procedure: 30 8-bromoquinoline (10.4 g, 50 mmol) was first placed in 100 ml of THF and cooled to approximately −100° C. 20 ml of n-BuLi (2.5 M in hexane, 50 mmol) were added dropwise, and the internal temperature was kept below −80° C. After the addition was ended, stirring was continued for a further 15 minutes at −80° C., and then 6.6 g of 1-indanone (50 mmol), dissolved in 30 ml of THF, were added dropwise. The reaction mixture was then allowed to return to room temperature slowly and then heated for th... The reactants are FC1=C(C=CC=C1)NC(NC1=CC=C(C=C1)C1=CC=C2CN(C(C2=C1)=O)[C@H](C(=O)O)C(C)C)=S ((S)-2-(6-(4-(3-(2-Fluorophenyl)thioureido)phenyl)-1-oxoisoindolin-2-yl)-3-methylbutanoic acid), C(#N)C=1C=C(C=CC1)NC(NC1=CC=C(C=C1)C1=CC=C2CN(C(C2=C1)=O)[C@H](C(=O)OC)C(C)C)=S ((S)-Methyl 2-(6-(4-(3-(3-cyanophenyl)thioureido)phenyl)-1-oxoisoindolin-2-yl)-3-methylbutanoate). Yields the product C(#N)C=1C=C(C=CC1)NC(NC1=CC=C(C=C1)C1=CC=C2CN(C(C2=C1)=O)[C@H](C(=O)O)C(C)C)=S ((S)-2-(6-(4-(3-(3-Cyanophenyl)thioureido)phenyl)-1-oxoisoindolin-2-yl)-3-methylbutanoic acid). The yield is 86.0%. Reaction SMILES: FC1C=CC=CC=1NC(=S)NC1C=CC(C2C=C3C(CN([C@@H](C(C)C)C(O)=O)C3=O)=CC=2)=CC=1.[C:35]([C:37]1[CH:38]=[C:39]([NH:43][C:44](=[S:70])[NH:45][C:46]2[CH:51]=[CH:50][C:49]([C:52]3[CH:60]=[C:59]4[C:55]([CH2:56][N:57]([C@@H:62]([CH:67]([CH3:69])[CH3:68])[C:63]([O:65]C)=[O:64])[C:58]4=[O:61])=[CH:54][CH:53]=3)=[CH:48][CH:47]=2)[CH:40]=[CH:41][CH:42]=1)#[N:36]>>[C:35]([C:37]1[CH:38]=[C:39]([NH:43][C:44](=[S:70])[NH:45][C:46]2[CH:47]=[CH:48][C:49]([C:52]3[CH:60]=[C:59]4[C:55]([CH2:56][N:57]([C@@H:62]([CH:67]([CH3:68])[CH3:69])[C:63]([OH:65])=[O:64])[C:58]4=[O:61])=[CH:54][CH:53]=3)=[CH:50][CH:51]=2)[CH:40]=[CH:41][CH:42]=1)#[N:36]. Reported procedure: The compound of example 70 was prepared analogous to compound of example 52 by hydrolysis of compound of example 69. Reaction SMILES: [CH3:1][N:2]1[C:10]2[C:5](=[C:6]([CH3:11])[CH:7]=[CH:8][CH:9]=2)[C:4]([CH2:12][C:13]([OH:15])=O)=[CH:3]1.C1(=O)O[C:19](=[O:20])[C:18]2=[CH:22][CH:23]=[CH:24][CH:25]=[C:17]12.C([O-])(=O)C.[Na+]>O>[CH3:1][N:2]1[C:10]2[C:5](=[C:6]([CH3:11])[CH:7]=[CH:8][CH:9]=2)[C:4](/[CH:12]=[C:13]2\[O:15][C:19](=[O:20])[C:18]3[C:22]\2=[CH:23][CH:24]=[CH:25][CH:17]=3)=[CH:3]1 |f:2.3|. Procedure: A reaction flask equipped with a nitrogen line and a stir bar is charged with (1,4-Dimethyl-1H-indol-3-yl)-acetic acid (0.5 g, 2.4 mmol), 0.3 g (2.4 mmol) of phthalic anhydride followed by 1.2 g (15.2 mmol) of anhydrous sodium acetate. The flask is heated to 200° C. under a stream of nitrogen for 2 h. Water formed is azeotropically evaporated using toluene. The resulting brown melt (98%) is taken immediately to the next step LC/MS (M++1): 290.3. Starting materials: CN1C=C(C2=C(C=CC=C12)C)CC(=O)O ((1,4-Dimethyl-1H-indol-3-yl)-acetic acid), C1(C=2C(C(=O)O1)=CC=CC2)=O (phthalic anhydride), C(C)(=O)[O-].[Na+] (sodium acetate). Conditions: temperature 200 celsius. The product is CN1C=C(C2=C(C=CC=C12)C)\C=C\1/OC(C2=CC=CC=C12)=O (3-[1-(1,4-Dimethyl-1H-indol-3-yl)-meth-(Z)-ylidene]-3H-isobenzofuran-1-one). The solvent is O (Water).